Task: describe an organic reaction: reactants, conditions, products, and yield. Dataset: the Open Reaction Database (ORD), a public repository of structured organic reaction records Reactants: FC(C(=O)O)(F)F.N1C[C@H](CC1)CNC(=O)C=1SC(=CC1)Br (5-bromo-thiophene-2-carboxylic acid ((S)-1-pyrrolidin-3-ylmethyl)-amide trifluoro acetate), [N+](=O)([O-])C1=CC=C(C=C1)OC(NC1=C(C=C(C=C1)N1C(C=CC=C1)=O)F)=O ([2-fluoro-4-(2-oxo-2H-pyridin-1-yl)-phenyl]-carbamic acid 4-nitro-phenyl ester). Product: FC1=C(C=CC(=C1)N1C(C=CC=C1)=O)NC(=O)N1C[C@H](CC1)CNC(=O)C=1SC(=CC1)Br ((R)-3-{[(5-bromo-thiophene-2-carbonyl)-amino]-methyl}-pyrrolidine-1-carboxylic acid[2-fluoro-4-(2-oxo-2H-pyridin-1-yl)-phenyl]-amide). Reaction SMILES: FC(F)(F)C(O)=O.[NH:8]1[CH2:12][CH2:11][C@H:10]([CH2:13][NH:14][C:15]([C:17]2[S:18][C:19]([Br:22])=[CH:20][CH:21]=2)=[O:16])[CH2:9]1.[N+](C1C=CC([O:32][C:33](=O)[NH:34][C:35]2[CH:40]=[CH:39][C:38]([N:41]3[CH:46]=[CH:45][CH:44]=[CH:43][C:42]3=[O:47])=[CH:37][C:36]=2[F:48])=CC=1)([O-])=O>>[F:48][C:36]1[CH:37]=[C:38]([N:41]2[CH:46]=[CH:45][CH:44]=[CH:43][C:42]2=[O:47])[CH:39]=[CH:40][C:35]=1[NH:34][C:33]([N:8]1[CH2:12][CH2:11][C@H:10]([CH2:13][NH:14][C:15]([C:17]2[S:18][C:19]([Br:22])=[CH:20][CH:21]=2)=[O:16])[CH2:9]1)=[O:32] |f:0.1|. Procedure details: 56.3 Using general method H. 5-bromo-thiophene-2-carboxylic acid ((S)-1-pyrrolidin-3-ylmethyl)-amide trifluoro acetate was reacted with [2-fluoro-4-(2-oxo-2H-pyridin-1-yl)-phenyl]-carbamic acid 4-nitro-phenyl ester (prepared according to example 54.3) to give (R)-3-{[(5-bromo-thiophene-2-carbonyl)-amino]-methyl}-pyrrolidine-1-carboxylic acid[2-fluoro-4-(2-oxo-2H-pyridin-1-yl)-phenyl]-amide. White solid. MS 521.3 ([M+H]+) Yields the product ClC1=C(C(=O)NCC(N2CCOCC2)C=2C=NC(=CC2)Cl)C=CC=C1Cl (2,3-Dichloro-N-[2-(6-chloro-3-pyridyl)-2-morpholino-ethyl]benzamide). Reaction SMILES: [Cl:1][C:2]1[C:10]([Cl:11])=[CH:9][CH:8]=[CH:7][C:3]=1[C:4]([OH:6])=O.[Cl:12][C:13]1[N:18]=[CH:17][C:16]([CH:19]([N:22]2[CH2:27][CH2:26][O:25][CH2:24][CH2:23]2)[CH2:20][NH2:21])=[CH:15][CH:14]=1>>[Cl:1][C:2]1[C:10]([Cl:11])=[CH:9][CH:8]=[CH:7][C:3]=1[C:4]([NH:21][CH2:20][CH:19]([C:16]1[CH:17]=[N:18][C:13]([Cl:12])=[CH:14][CH:15]=1)[N:22]1[CH2:27][CH2:26][O:25][CH2:24][CH2:23]1)=[O:6]. The reactants are ClC1=C(C(=O)O)C=CC=C1Cl (2,3-dichlorobenzoic acid), ClC1=CC=C(C=N1)C(CN)N1CCOCC1 (2-(6-chloro-3-pyridyl)-2-morpholin-4-yl-ethylamine). Reported procedure: From 2,3-dichlorobenzoic acid and 2-(6-chloro-3-pyridyl)-2-morpholin-4-yl-ethylamine. Starting materials: Fc1ccc(Br)cn1, O=C=O, CC(C)=O, [H-], O=[N+]([O-])c1cn2c(n1)OC(CO)CC2, [Na+], CN(C)C=O. The product is O=[N+]([O-])c1cn2c(n1)OC(COc1ccc(Br)cn1)CC2. Reaction SMILES: [Br:1][c:2]1[cH:3][cH:4][c:5]([F:8])[n:6][cH:7]1.[C:25](=[O:26])=[O:27].[CH3:28][C:29](=[O:30])[CH3:31].[H-:24].[N+:9](=[O:10])([O-:11])[c:12]1[n:13][c:14]2[n:19]([cH:20]1)[CH2:18][CH2:17][CH:16]([CH2:21][OH:22])[O:15]2.[Na+:23].[O:32]=[CH:33][N:34]([CH3:35])[CH3:36]>>[Br:1][c:2]1[cH:3][cH:4][c:5]([O:22][CH2:21][CH:16]2[O:15][c:14]3[n:13][c:12]([N+:9](=[O:10])[O-:11])[cH:20][n:19]3[CH2:18][CH2:17]2)[n:6][cH:7]1. The reactants are COC(=O)C1=C2C(OC1=O)=CC=CC=C2 (3-methoxycarbonyl-2H-cyclohepta(b) furan-2-one), CC(=O)C (acetone), C(C)NCC (diethylamine). Solvent: O (H2O). Yields the product COC(=O)C1=C(C=C2C=CC=CC=C12)C (methyl-2-methylazulene carboxylate). RXN SMILES: [CH3:1][O:2][C:3]([C:5]1C(=O)O[C:7]2=[CH:11][CH:12]=[CH:13][CH:14]=[CH:15][C:6]=12)=[O:4].[CH3:16]C(C)=O.C(N[CH2:23][CH3:24])C>O>[CH3:1][O:2][C:3]([C:5]1[C:6]2[C:7]([CH:11]=[CH:12][CH:13]=[CH:14][CH:15]=2)=[CH:16][C:23]=1[CH3:24])=[O:4]. Reported procedure: 2-Methylazulene was synthesized according to a method described in Japanese Patent Laid-Open Publication No. 207232/1987. Specifically, 19.5 g (0.16 mol) of tropolone was reacted with 40 g (0.21 mol) of p-toluenesulfonic acid chloride in pyridine to give 37.1 g of tosylated tropolone. Then, 20 g (0.15 mol) of dimethylmalonate was reacted with 9.7 g (0.18 mol) of NaOMe in methanol at room temperature for 4 hr to give 14.4 g of 3-methoxycarbonyl-2H-cyclohepta(b) furan-2-one (Compound (2)). Then, 1... RXN SMILES: [CH3:1][N:2]([CH2:4][CH2:5][CH2:6][CH2:7][CH2:8][CH2:9][CH2:10][CH2:11][CH2:12][CH2:13][CH2:14][CH2:15][CH2:16][CH2:17][CH2:18][CH2:19][CH2:20][CH3:21])[CH3:3].[Br:22][CH2:23][CH2:24][CH2:25][Cl:26].CO>CC(CC)=O>[Br-:22].[Cl:26][CH2:25][CH2:24][CH2:23][N+:2]([CH2:4][CH2:5][CH2:6][CH2:7][CH2:8][CH2:9][CH2:10][CH2:11][CH2:12][CH2:13][CH2:14][CH2:15][CH2:16][CH2:17][CH2:18][CH2:19][CH2:20][CH3:21])([CH3:1])[CH3:3] |f:4.5|. Solvent: CC(=O)CC (methylethylketone). Reaction conditions: temperature 65 celsius, time 8 hour. The reactants are CN(C)CCCCCCCCCCCCCCCCCC (N,N-dimethyloctadecylamine), BrCCCCl (1-bromo-3-chloropropane), CO (methanol). Yields the product [Br-].ClCCC[N+](C)(C)CCCCCCCCCCCCCCCCCC ((3-chloropropyl)octadecyldimethylammonium bromide). Reported procedure: A 1000 mL, round-bottomed flask equipped with air condensers and a magnetic stirring plate was charged with N,N-dimethyloctadecylamine (301.0 grams, 1.01 moles), 1-bromo-3-chloropropane (1700 grams, 1.08 moles) and methanol (200 mL). The reaction was maintained at 65° C. for 18 hours. Solvent was removed by rotary evaporation under reduced pressure to yield clear oil. The oil was transferred to a beaker containing methylethylketone (250 mL) causing a white precipitate to form. Solid material was... The reactants are C(C)OC(CN(S(=O)(=O)C1=CC=C(C=C1)C)CC1=C(C2=C(C=C1)OCO2)OC)OCC (N-(2-methoxy-3,4-methylenedioxybenzyl)-N-(p-toluenesulfonyl)aminoacetaldehyde diethylacetal), Cl (hydrochloric acid), O (water). Solvent: O1CCOCC1 (dioxane). Run at temperature 5 celsius. The product is Cl.COC=1C2=C(C=C3C=CN=CC13)OCO2 (8-methoxy-6,7-methylenedioxyisoquinoline hydrochloride). The yield is 61.8%. Reaction SMILES: C(O[CH:4](OCC)[CH2:5][N:6]([CH2:17][C:18]1[CH:23]=[CH:22][C:21]2[O:24][CH2:25][O:26][C:20]=2[C:19]=1[O:27][CH3:28])S(C1C=CC(C)=CC=1)(=O)=O)C.[ClH:32].O>O1CCOCC1>[ClH:32].[CH3:28][O:27][C:19]1[C:20]2[O:26][CH2:25][O:24][C:21]=2[CH:22]=[C:23]2[C:18]=1[CH:17]=[N:6][CH:5]=[CH:4]2 |f:4.5|. Reported procedure: N-(2-methoxy-3,4-methylenedioxybenzyl)-N-(p-toluenesulfonyl)aminoacetaldehyde diethylacetal (3) in an amount of 69.89 g (0.155 mol) was dissolved in 0.194 ml of dioxane, to which 14.7 ml (0.169 mol) of concentrated hydrochloric acid and 47.1 ml of water were added and heated under reflux for two hours and 40 minutes. After the mixture were cooled to about 5° C., deposited crystals were collected by filtration, washed with 30 ml of cold dioxcane and then dried to obtain 22.95 g of 8-methoxy-6,7-m... Reagents/catalysts: S(=O)(=O)([O-])[O-].[Cu+2] (copper (II) sulfate). Reactants: FC(C1=CC(=NC=C1)C=O)(F)F (4-trifluoromethyl-pyridine-2-carbaldehyde), CC(C)(C)[S@@](=O)N ((R)-2-methylpropane-2-sulfinamide). Run at time 8 hour. Product: FC(C1=CC(=NC=C1)\C=N\[S@](=O)C(C)(C)C)(F)F ((R)-2-methyl-propane-2-sulfinic acid 1-(4-trifluoromethyl-pyridin-2-yl)-meth-(E)-ylideneamide). Procedure: To a solution of 4-trifluoromethyl-pyridine-2-carbaldehyde (287 mg, 1.64 mmol) and (R)-2-methylpropane-2-sulfinamide (209 mg, 1.72 mmol) in CH2Cl2 (10 mL) was added anhydrous copper (II) sulfate (576 mg, 3.61 mmol). The reaction mixture was stirred at room temperature overnight then filtered over a Buchner funnel, rinsing with CH2Cl2. The filtrate was concentrated and the residue was absorbed on SiO2 and purified by chromatography with 20% to 40% EtOAc/hexanes to give 340 mg (75%) of (R)-2-methy... As a reaction SMILES: [F:1][C:2]([F:12])([F:11])[C:3]1[CH:8]=[CH:7][N:6]=[C:5]([CH:9]=O)[CH:4]=1.[CH3:13][C:14]([S@:17]([NH2:19])=[O:18])([CH3:16])[CH3:15]>C(Cl)Cl.S([O-])([O-])(=O)=O.[Cu+2]>[F:1][C:2]([F:12])([F:11])[C:3]1[CH:8]=[CH:7][N:6]=[C:5](/[CH:9]=[N:19]/[S@@:17]([C:14]([CH3:16])([CH3:15])[CH3:13])=[O:18])[CH:4]=1 |f:3.4|. Run in C(Cl)Cl (CH2Cl2). The yield is 74.5%. Reactants: [Br-], O=Cc1ccc(-c2cc3cc(Cc4ccccc4)ccc3o2)c(F)c1, C1CCOC1, C[Mg+], [Cl-], [NH4+]. The product is CC(O)c1ccc(-c2cc3cc(Cc4ccccc4)ccc3o2)c(F)c1. Reaction SMILES: [Br-:26].[CH2:1]([c:2]1[cH:3][cH:4][cH:5][cH:6][cH:7]1)[c:8]1[cH:9][cH:10][c:11]2[c:12]([cH:13][c:14](-[c:16]3[c:17]([F:24])[cH:18][c:19]([CH:20]=[O:21])[cH:22][cH:23]3)[o:15]2)[cH:25]1.[CH2:31]1[O:32][CH2:33][CH2:34][CH2:35]1.[CH3:27][Mg+:28].[Cl-:29].[NH4+:30]>>[CH2:1]([c:2]1[cH:3][cH:4][cH:5][cH:6][cH:7]1)[c:8]1[cH:9][cH:10][c:11]2[c:12]([cH:13][c:14](-[c:16]3[c:17]([F:24])[cH:18][c:19]([CH:20]([OH:21])[CH3:27])[cH:22][cH:23]3)[o:15]2)[cH:25]1. The reactants are O=C([O-])[O-], ClCCl, COC(CN(C(=O)C1CCCCC1)c1ccccn1)OC, Cl, [Na+], [Na+]. Product: O=CCN(C(=O)C1CCCCC1)c1ccccn1. As a reaction SMILES: [C:26](=[O:27])([O-:28])[O-:29].[CH2:23]([Cl:24])[Cl:25].[CH3:1][O:2][CH:3]([CH2:4][N:5]([C:6](=[O:7])[CH:8]1[CH2:9][CH2:10][CH2:11][CH2:12][CH2:13]1)[c:14]1[n:15][cH:16][cH:17][cH:18][cH:19]1)[O:20][CH3:21].[ClH:22].[Na+:30].[Na+:31]>>[O:2]=[CH:3][CH2:4][N:5]([C:6](=[O:7])[CH:8]1[CH2:9][CH2:10][CH2:11][CH2:12][CH2:13]1)[c:14]1[n:15][cH:16][cH:17][cH:18][cH:19]1.